From a dataset of the Open Reaction Database (ORD), a public repository of structured organic reaction records. describe an organic reaction: reactants, conditions, products, and yield Reactants: O (water), ClC(Cl)OC(Cl)Cl (Dichloromethyl ether), [Cl-].[Al+3].[Cl-].[Cl-] (aluminum chloride), CC=1SC2=C(C1C1=C(CCC1)C1=C(SC3=C1C=CC=C3)C)C=CC=C2 (1,2-bis(2-methyl-1-benzothiophen-3-yl)cyclopentene), [N+](=O)([O-])C1=CC=CC=C1 (nitrobenzene). Run at temperature 0 celsius, time 20 hour. Yields the product CC=1SC2=C(C1C1=C(CCC1)C1=C(SC3=C1C=CC(=C3)C=O)C)C=CC(=C2)C=O (1,2-bis(2-methyl-6-formyl-1-benzothiophen-3-yl)cyclopentene). Reaction SMILES: ClC([O:4][CH:5](Cl)Cl)Cl.[Cl-].[Al+3].[Cl-].[Cl-].[CH3:12][C:13]1[S:14][C:15]2[CH:36]=[CH:35][CH:34]=[CH:33][C:16]=2[C:17]=1[C:18]1[CH2:22][CH2:21][CH2:20][C:19]=1[C:23]1[C:27]2[CH:28]=[CH:29][CH:30]=[CH:31][C:26]=2[S:25][C:24]=1[CH3:32].[OH2:37].[N+]([C:41]1C=CC=CC=1)([O-])=O>>[CH3:32][C:24]1[S:25][C:26]2[CH:31]=[C:30]([CH:5]=[O:4])[CH:29]=[CH:28][C:27]=2[C:23]=1[C:19]1[CH2:20][CH2:21][CH2:22][C:18]=1[C:17]1[C:16]2[CH:33]=[CH:34][C:35]([CH:41]=[O:37])=[CH:36][C:15]=2[S:14][C:13]=1[CH3:12] |f:1.2.3.4|. Reported procedure: Dichloromethyl ether (4.52 ml, 50 mmol) and anhydrous aluminum chloride (1.78 g, 13.35 mmol) were added to a stirred solution of 1,2-bis(2-methyl-1-benzothiophen-3-yl)cyclopentene 4 (1.2 g, 3.33 mmol) in nitrobenzene (25 ml) at 0° C., and the mixture was stirred for 30 min at 0° C. and for 20 hours at room temperature. The reaction mixture was poured into icy water, and the product was extracted by ethyl acetate, was washed with water and was dried by magnesium sulfate. After distillation of nit... Reactants: N(=[N+]=[N-])CC1=C2N=C(C(=NC2=CC(=C1)F)OC)OC (5-azidomethyl-2,3-dimethoxy-7-fluoroquinoxaline). The reagents and catalysts are [Ni] (Raney nickel). Run in O1CCCC1 (tetrahydrofuran). Yields the product NCC1=C2N=C(C(=NC2=CC(=C1)F)OC)OC (5-Aminomethyl-2,3-dimethoxy-7-fluoroquinoxaline). As a reaction SMILES: [N:1]([CH2:4][C:5]1[CH:14]=[C:13]([F:15])[CH:12]=[C:11]2[C:6]=1[N:7]=[C:8]([O:18][CH3:19])[C:9]([O:16][CH3:17])=[N:10]2)=[N+]=[N-]>O1CCCC1.[Ni]>[NH2:1][CH2:4][C:5]1[CH:14]=[C:13]([F:15])[CH:12]=[C:11]2[C:6]=1[N:7]=[C:8]([O:18][CH3:19])[C:9]([O:16][CH3:17])=[N:10]2. Procedure details: 3.5 g (13.3 mmol) of 5-azidomethyl-2,3-dimethoxy-7-fluoroquinoxaline in 35 ml of tetrahydrofuran are hydrogenated at room temperature for about 19 hours in the presence of 1.75 g of Raney nickel. The reaction mixture is filtered off and concentrated. The title compound is obtained as yellowish crystals. Starting materials: CSC(=C[N+](=O)[O-])SC (1,1-bis(methylthio)-2-nitroethene), NCCCOCC1=CC=C(O1)CN(C)C (5-[(3-aminopropoxy)methyl]-N,N-dimethyl-2-furanmethanamine). The solvent is O1CCOCC1 (dioxan). Conditions: time 1 hour. Product: CN(CC=1OC(=CC1)COCCCNC(=C[N+](=O)[O-])SC)C (N,N-Dimethyl-5-[[3-[(1-methylthio-2-nitroethenyl)amino]propoxy]methyl]-2-furanmethanamine). Isolated yield 68.0%. As a reaction SMILES: [CH3:1][S:2][C:3](SC)=[CH:4][N+:5]([O-:7])=[O:6].[NH2:10][CH2:11][CH2:12][CH2:13][O:14][CH2:15][C:16]1[O:20][C:19]([CH2:21][N:22]([CH3:24])[CH3:23])=[CH:18][CH:17]=1>O1CCOCC1>[CH3:24][N:22]([CH3:23])[CH2:21][C:19]1[O:20][C:16]([CH2:15][O:14][CH2:13][CH2:12][CH2:11][NH:10][C:3]([S:2][CH3:1])=[CH:4][N+:5]([O-:7])=[O:6])=[CH:17][CH:18]=1. Procedure: To a stirred solution of 1,1-bis(methylthio)-2-nitroethene (3.96 g) in dry dioxan (25 ml) at 70° was added dropwise 5-[(3-aminopropoxy)methyl]-N,N-dimethyl-2-furanmethanamine (1.27 g). After 1 hr the reaction was allowed to cool and the solid which separated was filtered. The filtrate and washings were combined and evaporated to dryness, a solution of succinic acid (1 g) in water (25 ml) added to the residue and the suspension filtered. The filtrate was washed with ethyl acetate (2×40 ml) then e...